describe an organic reaction: reactants, conditions, products, and yield From a dataset of the Open Reaction Database (ORD), a public repository of structured organic reaction records. The reactants are CCCCc1nc(C)c(Br)c(=O)n1Cc1ccc(-c2ccccc2C#N)cc1, O=C([O-])[O-], C1COCCO1, CC1(C)Cc2cc(B(O)O)ccc2O1, CCOC(C)=O, [Cs+], [Cs+]. The product is CCCCc1nc(C)c(-c2ccc3c(c2)CC(C)(C)O3)c(=O)n1Cc1ccc(-c2ccccc2C#N)cc1. Reaction SMILES: [Br:1][c:2]1[c:3]([CH3:28])[n:4][c:5]([CH2:24][CH2:25][CH2:26][CH3:27])[n:6]([CH2:9][c:10]2[cH:11][cH:12][c:13](-[c:16]3[c:17]([C:22]#[N:23])[cH:18][cH:19][cH:20][cH:21]3)[cH:14][cH:15]2)[c:7]1=[O:8].[C:43](=[O:44])([O-:45])[O-:46].[CH2:49]1[O:50][CH2:51][CH2:52][O:53][CH2:54]1.[CH3:29][C:30]1([CH3:42])[O:31][c:32]2[c:33]([cH:35][c:36]([B:39]([OH:40])[OH:41])[cH:37][cH:38]2)[CH2:34]1.[CH3:55][CH2:56][O:57][C:58](=[O:59])[CH3:60].[Cs+:47].[Cs+:48]>>[c:2]1(-[c:36]2[cH:35][c:33]3[c:32]([cH:38][cH:37]2)[O:31][C:30]([CH3:29])([CH3:42])[CH2:34]3)[c:3]([CH3:28])[n:4][c:5]([CH2:24][CH2:25][CH2:26][CH3:27])[n:6]([CH2:9][c:10]2[cH:11][cH:12][c:13](-[c:16]3[c:17]([C:22]#[N:23])[cH:18][cH:19][cH:20][cH:21]3)[cH:14][cH:15]2)[c:7]1=[O:8]. Reactants: ClC1=C2C=CC(N(C2=CC=C1)CCN1CCC(CC1)N(C(OC(C)(C)C)=O)CC1=CC2=C(OCCO2)C=C1)=O (tert-butyl (1-(2-(5-chloro-2-oxoquinolin-1(2H)-yl)ethyl)piperidin-4-yl)(2,3-dihydro-1,4-benzodioxin-6-ylmethyl)carbamate), Cl.O1CCOCC1 (hydrogen chloride 1,4-dioxane). Solvent: O1CCOCC1 (1,4-dioxane). Reaction conditions: time 8 hour. Product: Cl.ClC1=C2C=CC(N(C2=CC=C1)CCN1CCC(CC1)NCC1=CC2=C(OCCO2)C=C1)=O (5-chloro-1-(2-(4-((2,3-dihydro-1,4-benzodioxin-6-ylmethyl)amino)piperidin-1-yl)ethyl)quinolin-2(1H)-one hydrochloride). Isolated yield 129.1%. As a reaction SMILES: [Cl:1][C:2]1[CH:11]=[CH:10][CH:9]=[C:8]2[C:3]=1[CH:4]=[CH:5][C:6](=[O:39])[N:7]2[CH2:12][CH2:13][N:14]1[CH2:19][CH2:18][CH:17]([N:20]([CH2:28][C:29]2[CH:38]=[CH:37][C:32]3[O:33][CH2:34][CH2:35][O:36][C:31]=3[CH:30]=2)C(=O)OC(C)(C)C)[CH2:16][CH2:15]1.Cl.O1CCOCC1>O1CCOCC1>[ClH:1].[Cl:1][C:2]1[CH:11]=[CH:10][CH:9]=[C:8]2[C:3]=1[CH:4]=[CH:5][C:6](=[O:39])[N:7]2[CH2:12][CH2:13][N:14]1[CH2:19][CH2:18][CH:17]([NH:20][CH2:28][C:29]2[CH:38]=[CH:37][C:32]3[O:33][CH2:34][CH2:35][O:36][C:31]=3[CH:30]=2)[CH2:16][CH2:15]1 |f:1.2,4.5|. Procedure: To 0.28 g of tert-butyl (1-(2-(5-chloro-2-oxoquinolin-1(2H)-yl)ethyl)piperidin-4-yl)(2,3-dihydro-1,4-benzodioxin-6-ylmethyl)carbamate, 6 mL of 1,4-dioxane and 2 mL of 4 mol/L hydrogen chloride/1,4-dioxane were added, and stirred at room temperature overnight. The resulting solid was filtered to give 0.16 g of 5-chloro-1-(2-(4-((2,3-dihydro-1,4-benzodioxin-6-ylmethyl)amino)piperidin-1-yl)ethyl)quinolin-2(1H)-one hydrochloride as a white solid. As a reaction SMILES: [Br:1][c:2]1[cH:3][c:4]([CH:8]=[CH:9][CH2:10][CH2:11][O:12][CH3:13])[cH:5][cH:6][cH:7]1.[CH2:14]1[O:15][CH2:16][CH2:17][CH2:18]1>>[Br:1][c:2]1[cH:3][c:4]([CH2:8][CH2:9][CH2:10][CH2:11][O:12][CH3:13])[cH:5][cH:6][cH:7]1. Yields the product COCCCCc1cccc(Br)c1. The reactants are COCCC=Cc1cccc(Br)c1, C1CCOC1. Starting materials: O(C1=CC=CC=C1)C=1C=C(OC(=C(C(F)(F)F)F)F)C=CC1 (1-(3-phenoxyphenoxy)perfluoropropene), C1(=CC=CC=C1)S (thiophenol), COCCOC (1,2-dimethoxy ethane), metal, [Na] (sodium). The solvent is O (water). Conditions: temperature 75 celsius, time 6 hour. The product is O(C1=CC=CC=C1)C=1C=C(OC(=C(C(F)(F)F)F)SC2=CC=CC=C2)C=CC1 (1-(3-phenoxyphenoxy)-1-(phenylthio)-2,3,3,3-tetrafluoropropene). Isolated yield 38.0%. RXN SMILES: [C:1]1([SH:7])[CH:6]=[CH:5][CH:4]=[CH:3][CH:2]=1.COCCOC.[Na].[O:15]([C:22]1[CH:23]=[C:24]([CH:34]=[CH:35][CH:36]=1)[O:25][C:26](F)=[C:27]([F:32])[C:28]([F:31])([F:30])[F:29])[C:16]1[CH:21]=[CH:20][CH:19]=[CH:18][CH:17]=1>O>[O:15]([C:22]1[CH:23]=[C:24]([CH:34]=[CH:35][CH:36]=1)[O:25][C:26]([S:7][C:1]1[CH:6]=[CH:5][CH:4]=[CH:3][CH:2]=1)=[C:27]([F:32])[C:28]([F:29])([F:30])[F:31])[C:16]1[CH:17]=[CH:18][CH:19]=[CH:20][CH:21]=1 |^1:13|. Reported procedure: Eleven g (0.1 mole) of thiophenol and 150 ml 1,2-dimethoxy ethane are placed into a flask and stirred under nitrogen while 2.3 g of metal sodium are added in portions. When this reaction is complete, 32 g of 1-(3-phenoxyphenoxy)perfluoropropene are added dropwise causing a slight exotherm. The mixture is stirred at 75° C. for six hours following this addition. After cooling, 150 ml of dilute base water solution is added and the mixture is stirred. The product layer is separated and washed with 1... Reactants: C(C)(C)(C)OC(=O)N1CC(C1)(C)O (3-hydroxy-3-methyl-azetidine-1-carboxylic acid tert-butyl ester), FC(C(=O)O)(F)F (trifluoroacetic acid). Run in ClCCl (dichloromethane). Run at temperature 0 celsius, time 1.5 hour. Product: FC(C(=O)O)(F)F.CC1(CNC1)O (3-methyl-azetidin-3-ol trifluoroacetate). RXN SMILES: C(OC([N:8]1[CH2:11][C:10]([OH:13])([CH3:12])[CH2:9]1)=O)(C)(C)C.[F:14][C:15]([F:20])([F:19])[C:16]([OH:18])=[O:17]>ClCCl>[F:14][C:15]([F:20])([F:19])[C:16]([OH:18])=[O:17].[CH3:12][C:10]1([OH:13])[CH2:11][NH:8][CH2:9]1 |f:3.4|. Reported procedure: In a round-bottomed flask, 3-hydroxy-3-methyl-azetidine-1-carboxylic acid tert-butyl ester (0.40 g, 2.13 mmol) was dissolved in dichloromethane (20 mL). The colorless solution was cooled to 0° C. and trifluoroacetic acid (6.5 ml) was slowly added. After the addition was complete, the ice bath was removed and the reaction mixture was stirred at room temperature for 1.5 h. The reaction mixture was concentrated to afford 3-methyl-azetidin-3-ol trifluoroacetate as light brown oil which was used with... RXN SMILES: [C:13]([CH3:14])(=[O:15])[O:16][C:17](=[O:18])[CH3:19].[CH3:20][O:21][S:22]([O:23][CH3:24])(=[O:25])=[O:26].[H-:1].[N+:3](=[O:4])([O-:5])[c:6]1[c:7]([NH2:8])[cH:9][cH:10][cH:11][cH:12]1.[Na+:2].[O:27]1[CH2:28][CH2:29][CH2:30][CH2:31]1.[OH2:32]>>[N+:3](=[O:4])([O-:5])[c:6]1[c:7]([N:8]([C:13]([CH3:14])=[O:15])[CH3:20])[cH:9][cH:10][cH:11][cH:12]1. Product: CC(=O)N(C)c1ccccc1[N+](=O)[O-]. The reactants are CC(=O)OC(C)=O, COS(=O)(=O)OC, [H-], Nc1ccccc1[N+](=O)[O-], [Na+], C1CCOC1, O.